Dataset: the Open Reaction Database (ORD), a public repository of structured organic reaction records. Task: describe an organic reaction: reactants, conditions, products, and yield Procedure: To a stirred solution of 0.84 gram (0.0121 mole) of sodium hydroxide in 1.5 ml of water was added a solution of 3.3 grams (0.0121 mole) of 6,6-difluoro-5-hexenyl 4-chlorobenzoate (prepared in Example 19) in 20 ml of ethanol. Upon completion of addition, the reaction mixture was warmed to reflux where it was stirred for 18 hours. After this time the reaction mixture was cooled to ambient temperature, and it was concentrated under reduced pressure to a residual semi-solid. The semi-solid was taken... As a reaction SMILES: [OH-].[Na+].ClC1C=CC(C([O:10][CH2:11][CH2:12][CH2:13][CH2:14][CH:15]=[C:16]([F:18])[F:17])=O)=CC=1>O.C(O)C>[F:17][C:16]([F:18])=[CH:15][CH2:14][CH2:13][CH2:12][CH2:11][OH:10] |f:0.1|. Yield: 97.1%. Run at time 18 hour. Starting materials: [OH-].[Na+] (sodium hydroxide), ClC1=CC=C(C(=O)OCCCCC=C(F)F)C=C1 (6,6-difluoro-5-hexenyl 4-chlorobenzoate). Yields the product FC(=CCCCCO)F (6,6-difluoro-5-hexen-1-ol). The solvent is O (water), C(C)O (ethanol). Starting materials: CC(C)C[Al+]CC(C)C, CCOCC, C[SiH](C)OC(C#N)CC(C)(C)CC(C)(C)C, ClCCl, Cl, [H-]. The product is C[SiH](C)OC(C=O)CC(C)(C)CC(C)(C)C. As a reaction SMILES: [CH2:18]([Al+:19][CH2:20][CH:21]([CH3:22])[CH3:23])[CH:24]([CH3:25])[CH3:26].[CH2:27]([O:29][CH2:28][CH3:30])[CH3:31].[CH3:1][C:2]([CH2:3][CH:4]([C:5]#[N:6])[O:7][SiH:8]([CH3:9])[CH3:10])([CH2:11][C:12]([CH3:13])([CH3:14])[CH3:15])[CH3:16].[Cl:33][CH2:34][Cl:35].[ClH:32].[H-:17]>>[CH3:1][C:2]([CH2:3][CH:4]([CH:5]=[O:29])[O:7][SiH:8]([CH3:9])[CH3:10])([CH2:11][C:12]([CH3:13])([CH3:14])[CH3:15])[CH3:16]. The reactants are CC(NC(=O)c1cccc(Br)c1)c1cnc(S(C)(=O)=O)nn1, CCS(=O)(=O)c1ccc(OC)c(N)c1, C1CCOC1, O, Cc1ccc(S(=O)(=O)O)cc1. Product: CCS(=O)(=O)c1ccc(OC)c(Nc2ncc(C(C)NC(=O)c3cccc(Br)c3)nn2)c1. As a reaction SMILES: [Br:1][c:2]1[cH:3][c:4]([C:5](=[O:6])[NH:7][CH:8]([CH3:9])[c:10]2[cH:11][n:12][c:13]([S:16]([CH3:17])(=[O:18])=[O:19])[n:14][n:15]2)[cH:20][cH:21][cH:22]1.[CH2:23]([CH3:24])[S:25](=[O:26])(=[O:27])[c:28]1[cH:29][cH:30][c:31]([O:35][CH3:36])[c:32]([NH2:33])[cH:34]1.[O:49]1[CH2:50][CH2:51][CH2:52][CH2:53]1.[OH2:37].[c:38]1([CH3:39])[cH:40][cH:41][c:42]([S:43]([OH:44])(=[O:45])=[O:46])[cH:47][cH:48]1>>[Br:1][c:2]1[cH:3][c:4]([C:5](=[O:6])[NH:7][CH:8]([CH3:9])[c:10]2[cH:11][n:12][c:13]([NH:33][c:32]3[c:31]([O:35][CH3:36])[cH:30][cH:29][c:28]([S:25]([CH2:23][CH3:24])(=[O:26])=[O:27])[cH:34]3)[n:14][n:15]2)[cH:20][cH:21][cH:22]1. The reactants are FC=1C=C(C=CC1C(F)(F)F)[C@@H](CN(C(OC(C)(C)C)=O)C)NC(=O)N1CC=2N=C(N=CC2CC1)N[C@H](CO)C (tert-butyl (S)-2-(3-fluoro-4-(trifluoromethyl)phenyl)-2-(2-((S)-1-hydroxypropan-2-ylamino)-5,6,7,8-tetrahydropyrido[3,4-d]pyrimidine-7-carboxamido)ethyl(methyl)carbamate), C(=O)(C(F)(F)F)O (TFA), C(Cl)Cl (DCM). Reaction conditions: time 1 hour. Yields the product Cl.FC=1C=C(C=CC1C(F)(F)F)[C@@H](CNC)NC(=O)N1CC=2N=C(N=CC2CC1)N[C@H](CO)C (N—((S)-1-(3-fluoro-4-(trifluoromethyl)phenyl)-2-(methylamino)ethyl)-2-((S)-1-hydroxypropan-2-ylamino)-5,6-dihydropyrido[3,4-d]pyrimidine-7(8H)-carboxamide hydrochloride). RXN SMILES: [F:1][C:2]1[CH:3]=[C:4]([C@H:12]([NH:23][C:24]([N:26]2[CH2:35][CH2:34][C:33]3[CH:32]=[N:31][C:30]([NH:36][C@@H:37]([CH3:40])[CH2:38][OH:39])=[N:29][C:28]=3[CH2:27]2)=[O:25])[CH2:13][N:14](C)[C:15](=O)OC(C)(C)C)[CH:5]=[CH:6][C:7]=1[C:8]([F:11])([F:10])[F:9].C(O)(C(F)(F)F)=O.C(Cl)[Cl:49]>>[ClH:49].[F:1][C:2]1[CH:3]=[C:4]([C@H:12]([NH:23][C:24]([N:26]2[CH2:35][CH2:34][C:33]3[CH:32]=[N:31][C:30]([NH:36][C@@H:37]([CH3:40])[CH2:38][OH:39])=[N:29][C:28]=3[CH2:27]2)=[O:25])[CH2:13][NH:14][CH3:15])[CH:5]=[CH:6][C:7]=1[C:8]([F:10])([F:11])[F:9] |f:3.4|. Reported procedure: To a solution of 318 (0.100 g, 0.175 mmol) and DCM (5 mL) at RT was added TFA (2 mL) and the reaction was stirred at RT for 1 h then concentrated to dryness. The crude product was next dissolved in minimal DCM (with MeOH to aid solubility) and added to a stirred solution of 1M HCl in ether. The resulting solid was filtered, washed with ether and dried to afford 0.070 g (78.8%) of I-80: MS m/z (APCI-pos) M+1=471. Reactants: O=C([O-])[O-], CCO, Clc1ccc(CBr)cc1, [K+], [K+], CC(C)(C)OC(=O)N1CCC(N)C1. Yields the product CC(C)(C)OC(=O)N1CCC(NCc2ccc(Cl)cc2)C1. As a reaction SMILES: [C:23](=[O:24])([O-:25])[O-:26].[CH3:29][CH2:30][OH:31].[Cl:14][c:15]1[cH:16][cH:17][c:18]([CH2:19][Br:20])[cH:21][cH:22]1.[K+:27].[K+:28].[NH2:1][CH:2]1[CH2:3][N:4]([C:7](=[O:8])[O:9][C:10]([CH3:11])([CH3:12])[CH3:13])[CH2:5][CH2:6]1>>[NH:1]([CH:2]1[CH2:3][N:4]([C:7](=[O:8])[O:9][C:10]([CH3:11])([CH3:12])[CH3:13])[CH2:5][CH2:6]1)[CH2:19][c:18]1[cH:17][cH:16][c:15]([Cl:14])[cH:22][cH:21]1.